Dataset: the Open Reaction Database (ORD), a public repository of structured organic reaction records. Task: describe an organic reaction: reactants, conditions, products, and yield Starting materials: C(C)(=O)C=1C2=CC=CC=C2C=2C=CC=CC2C1[N+](=O)[O-] (9-acetyl-10-nitrophenanthrene), NN (hydrazine). Reagents/catalysts: [Ni] (Raney nickel). The product is C(C)(=O)C=1C2=CC=CC=C2C=2C=CC=CC2C1N (9-acetyl-10-aminophenanthrene). RXN SMILES: [C:1]([C:4]1[C:5]2[C:10]([C:11]3[CH:12]=[CH:13][CH:14]=[CH:15][C:16]=3[C:17]=1[N+:18]([O-])=O)=[CH:9][CH:8]=[CH:7][CH:6]=2)(=[O:3])[CH3:2].NN>[Ni]>[C:1]([C:4]1[C:5]2[C:10]([C:11]3[CH:12]=[CH:13][CH:14]=[CH:15][C:16]=3[C:17]=1[NH2:18])=[CH:9][CH:8]=[CH:7][CH:6]=2)(=[O:3])[CH3:2]. Procedure: The pure 9-acetyl-10-nitrophenanthrene is reduced with hydrazine and Raney nickel to give 9-acetyl-10-aminophenanthrene. This is purified by recrystallization from toluene.